Dataset: the Open Reaction Database (ORD), a public repository of structured organic reaction records. Task: describe an organic reaction: reactants, conditions, products, and yield The reactants are intermediate 58, [OH-].[Na+] (sodium hydroxide), CC(C)N1N=CC2=C1N=C(C=C2C(=O)OCC)C2=CC=C(C=C2)S(=O)(=O)C (ethyl 1-(1-methylethyl)-6-[4-(methylsulfonyl)phenyl]-1H-pyrazolo[3,4-b]pyridine-4-carboxylate), C(C)O (Ethanol). Run in C1CCOC1 (THF). Product: CC(C)N1N=CC2=C1N=C(C=C2C(=O)O)C2=CC=C(C=C2)S(=O)(=O)C (1-(1-Methylethyl)-6-[4-(methylsulfonyl)phenyl]-1H-pyrazolo[3,4-b]pyridine-4-carboxylic acid). As a reaction SMILES: [CH3:1][CH:2]([N:4]1[C:8]2[N:9]=[C:10]([C:18]3[CH:23]=[CH:22][C:21]([S:24]([CH3:27])(=[O:26])=[O:25])=[CH:20][CH:19]=3)[CH:11]=[C:12]([C:13]([O:15]CC)=[O:14])[C:7]=2[CH:6]=[N:5]1)[CH3:3].C(O)C.[OH-].[Na+]>C1COCC1>[CH3:3][CH:2]([N:4]1[C:8]2[N:9]=[C:10]([C:18]3[CH:23]=[CH:22][C:21]([S:24]([CH3:27])(=[O:25])=[O:26])=[CH:20][CH:19]=3)[CH:11]=[C:12]([C:13]([OH:15])=[O:14])[C:7]=2[CH:6]=[N:5]1)[CH3:1] |f:2.3|. Procedure: The title compound was prepared in the same manner as described for intermediate 58 using ethyl 1-(1-methylethyl)-6-[4-(methylsulfonyl)phenyl]-1H-pyrazolo[3,4-b]pyridine-4-carboxylate (260 mg, 0.671 mmol), Ethanol (4 mL), THF (1 mL) and sodium hydroxide (2N, 1.118 mL, 3.36 mmol). The final product was collected as 231 mg (96%). LCMS E-S (M+H)=360.1. 1H NMR (400 MHz, DMSO-d6) δ ppm 1.58 (d, J=6.8 Hz, 6H), 3.30 (s, 3H), 5.34-5.49 (m, 1H), 8.11 (d, J=8.6 Hz, 2H), 8.30 (s, 1H), 8.44 (s, 1H), 8.51 (d... Reactants: C(C)(C)(C)OC(=O)N1[C@@H](CC(C1)=NOC)C(=O)O ((2S,4EZ)-1-(tert-butoxycarbonyl)-4-(methoxyimino)-2-pyrrolidinecarboxylic acid), C1(=CC=C(C=C1)C(=O)Cl)C1=CC=CC=C1 ([1,1′-biphenyl]-4-carbonyl chloride), NCC(C(=O)O)O ((2RS)-3-amino-2-hydroxypropanoic acid). Product: C1(=CC=C(C=C1)C(=O)N1[C@@H](CC(C1)=NOC)C(=O)NCC(C(=O)O)O)C1=CC=CC=C1 ((2RS)-3-({[(2S,4EZ)-1-([1,1′-biphenyl]-4-ylcarbonyl)-4-(methoxyimino)pyrrolidinyl]carbonyl}amino)-2-hydroxypropanoic acid). RXN SMILES: C(O[C:6]([N:8]1[CH2:12][C:11](=[N:13][O:14][CH3:15])[CH2:10][C@H:9]1[C:16]([OH:18])=O)=[O:7])(C)(C)C.[C:19]1([C:28]2[CH:33]=[CH:32][CH:31]=[CH:30][CH:29]=2)[CH:24]=[CH:23][C:22](C(Cl)=O)=[CH:21][CH:20]=1.[NH2:34][CH2:35][CH:36]([OH:40])[C:37]([OH:39])=[O:38]>>[C:28]1([C:19]2[CH:20]=[CH:21][CH:22]=[CH:23][CH:24]=2)[CH:29]=[CH:30][C:31]([C:6]([N:8]2[CH2:12][C:11](=[N:13][O:14][CH3:15])[CH2:10][C@H:9]2[C:16]([NH:34][CH2:35][CH:36]([OH:40])[C:37]([OH:39])=[O:38])=[O:18])=[O:7])=[CH:32][CH:33]=1. Reported procedure: Following the general method as outlined in Example 22, starting from (2S,4EZ)-1-(tert-butoxycarbonyl)-4-(methoxyimino)-2-pyrrolidinecarboxylic acid, [1,1′-biphenyl]-4-carbonyl chloride, and (2RS)-3-amino-2-hydroxypropanoic acid, the title compound was obtained in 44% purity by HPLC. MS(ESI+): m/z=426. Reactants: CC(=O)O, CO, O=C(NC1CN(C(=O)Nc2ccc(C(F)(F)F)cc2)N=C1c1ccc(Cl)cc1)OCC(Cl)(Cl)Cl, C1CCOC1, [Zn]. The product is NC1CN(C(=O)Nc2ccc(C(F)(F)F)cc2)N=C1c1ccc(Cl)cc1. Reaction SMILES: [CH3:35][C:36](=[O:37])[OH:38].[CH3:39][OH:40].[F:1][C:2]([c:3]1[cH:4][cH:5][c:6]([NH:9][C:10](=[O:11])[N:12]2[N:13]=[C:14]([c:26]3[cH:27][cH:28][c:29]([Cl:32])[cH:30][cH:31]3)[CH:15]([NH:17][C:18]([O:19][CH2:20][C:21]([Cl:22])([Cl:23])[Cl:24])=[O:25])[CH2:16]2)[cH:7][cH:8]1)([F:33])[F:34].[O:41]1[CH2:42][CH2:43][CH2:44][CH2:45]1.[Zn:46]>>[F:1][C:2]([c:3]1[cH:4][cH:5][c:6]([NH:9][C:10](=[O:11])[N:12]2[N:13]=[C:14]([c:26]3[cH:27][cH:28][c:29]([Cl:32])[cH:30][cH:31]3)[CH:15]([NH2:17])[CH2:16]2)[cH:7][cH:8]1)([F:33])[F:34]. The reactants are O=C(Cl)c1sccc1Cl, CC(C)C(=O)Nc1cccc(C2CCN(CCC(N)c3ccccc3)CC2)c1. The product is CC(C)C(=O)Nc1cccc(C2CCN(CCC(NC(=O)c3sccc3Cl)c3ccccc3)CC2)c1. As a reaction SMILES: [Cl:29][c:30]1[c:31]([C:35](=[O:36])[Cl:37])[s:32][cH:33][cH:34]1.[NH2:1][CH:2]([CH2:3][CH2:4][N:5]1[CH2:6][CH2:7][CH:8]([c:11]2[cH:12][c:13]([NH:17][C:18]([CH:19]([CH3:20])[CH3:21])=[O:22])[cH:14][cH:15][cH:16]2)[CH2:9][CH2:10]1)[c:23]1[cH:24][cH:25][cH:26][cH:27][cH:28]1>>[NH:1]([CH:2]([CH2:3][CH2:4][N:5]1[CH2:6][CH2:7][CH:8]([c:11]2[cH:12][c:13]([NH:17][C:18]([CH:19]([CH3:20])[CH3:21])=[O:22])[cH:14][cH:15][cH:16]2)[CH2:9][CH2:10]1)[c:23]1[cH:24][cH:25][cH:26][cH:27][cH:28]1)[C:35]([c:31]1[c:30]([Cl:29])[cH:34][cH:33][s:32]1)=[O:36]. Starting materials: FC=1C=C2C(=CNC2=CC1)CCC1C(COC=2C1=C1C=CC=NC1=CC2)N (2-(5-fluoro-1H-indol-3-yl)ethyl-2,3-dihydro-1H-pyrano[3,2-f]quinolin-2-amine), Cl (HCl), Cl.Cl.FC=1C=C2C(=CNC2=CC1)CCN(C1CC2=C3C=CC=NC3=CC=C2OC1)CCC (N-[2-(5-fluoro-1H-indol-3-yl)ethyl]-N-propyl-2,3-dihydro-1H-pyrano[3,2-f]quinolin-2-amine bis-hydrochloride salt), Cl.CCOCC (HCl Et2O). The solvent is C(C)(=O)OCC (ethyl acetate), O (H2O). Yields the product FC=1C=C2C(=CNC2=CC1)CCN(C1CC2=C3C=CC=NC3=CC=C2OC1)CCC (N-[2-(5-fluoro-1H-indol-3-yl)ethyl]-N-propyl-2,3-dihydro-1H-pyrano[3,2-f]quinolin-2-amine). Reaction SMILES: FC1C=C2C(=CC=1)NC=C2CCC1C2=C3C(=CC=C2OCC1N)N=CC=C3.Cl.Cl.CCOCC.Cl.Cl.[F:37][C:38]1[CH:39]=[C:40]2[C:44](=[CH:45][CH:46]=1)[NH:43][CH:42]=[C:41]2[CH2:47][CH2:48][N:49]([CH2:64][CH2:65][CH3:66])[CH:50]1[CH2:63][O:62][C:61]2[C:52](=[C:53]3[C:58](=[CH:59][CH:60]=2)[N:57]=[CH:56][CH:55]=[CH:54]3)[CH2:51]1>C(OCC)(=O)C.O>[F:37][C:38]1[CH:39]=[C:40]2[C:44](=[CH:45][CH:46]=1)[NH:43][CH:42]=[C:41]2[CH2:47][CH2:48][N:49]([CH2:64][CH2:65][CH3:66])[CH:50]1[CH2:63][O:62][C:61]2[C:52](=[C:53]3[C:58](=[CH:59][CH:60]=2)[N:57]=[CH:56][CH:55]=[CH:54]3)[CH2:51]1 |f:2.3,4.5.6|. Procedure: This compound was prepared generally following the procedure above for example 22 using N-[2-(5-fluoro-1H-indol-3-yl)ethyl-2,3-dihydro-1H-pyrano[3,2-f]quinolin-2-amine (example 25) as starting material. It was converted to the HCl salt by dissolution in ethyl acetate and addition of 1M HCl/Et2O (2.4 eq) to generate N-[2-(5-fluoro-1H-indol-3-yl)ethyl]-N-propyl-2,3-dihydro-1H-pyrano[3,2-f]quinolin-2-amine bis-hydrochloride salt as a yellow solid: mp 67° C. MS ESI m/z 404 [M+H]+. Elemental Analysis... Yields the product N1(CCCCC1)CCN1C2=C(C3=CC=CC=C13)C(=NC(=N2)N2CCCC2)N2CCCC2 (9-[2-(1-Piperidinyl)ethyl]-2,4-di-1-pyrrolidinyl-9H-pyrimido[4,5-b]indole). Procedure: A mixture of 9-(2-methanesulfonyloxyethyl)-2,4-di-1-pyrrolidinyl-9H-pyrimido[4,5-b]indole (IX, EXAMPLE4, 50 g) and piperidine (200 mL) is heated at reflux for 16 hr. Excess piperidine is removed under reduced pressure and the residue is partitioned between methylene chloride and aqueous sodium bicarbonate. The organic phase is washed with saline, dried over sodium sulfate and concentrated to give the title compound, NMR (CDCl3) 7.88, 7.28, 7.20, 7.10, 4.46-4.40, 3.94-3.90, 3.66-3.62, 2.74-2.68, ... Reaction SMILES: CS(O[CH2:6][CH2:7][N:8]1[C:16]2[C:11](=[CH:12][CH:13]=[CH:14][CH:15]=2)[C:10]2[C:17]([N:26]3[CH2:30][CH2:29][CH2:28][CH2:27]3)=[N:18][C:19]([N:21]3[CH2:25][CH2:24][CH2:23][CH2:22]3)=[N:20][C:9]1=2)(=O)=O.[NH:31]1[CH2:36][CH2:35][CH2:34][CH2:33][CH2:32]1>>[N:31]1([CH2:6][CH2:7][N:8]2[C:16]3[C:11](=[CH:12][CH:13]=[CH:14][CH:15]=3)[C:10]3[C:17]([N:26]4[CH2:30][CH2:29][CH2:28][CH2:27]4)=[N:18][C:19]([N:21]4[CH2:25][CH2:24][CH2:23][CH2:22]4)=[N:20][C:9]2=3)[CH2:36][CH2:35][CH2:34][CH2:33][CH2:32]1. The reactants are CS(=O)(=O)OCCN1C2=C(C3=CC=CC=C13)C(=NC(=N2)N2CCCC2)N2CCCC2 (9-(2-Methanesulfonyloxyethyl)-2,4-di-1-pyrrolidinyl-9H-pyrimido[4,5-b]indole), N1CCCCC1 (piperidine). Starting materials: C(C)OC(=O)C=1N=C(SC1NC(=O)OC(C)(C)C)C1=CC=CC=C1 (5-tert-butoxycarbonylamino-2-phenyl-thiazole-4-carboxylic acid ethyl ester), [OH-].[Li+] (lithium hydroxide). Run in C1CCOC1.C(C)O (THF ethanol). Run at temperature 50 celsius, time 15 minute. The product is C(C)(C)(C)OC(=O)NC1=C(N=C(S1)C1=CC=CC=C1)C(=O)O (5-tert-Butoxycarbonylamino-2-phenyl-thiazole-4-carboxylic acid). Yield: 103.8%. RXN SMILES: C([O:3][C:4]([C:6]1[N:7]=[C:8]([C:19]2[CH:24]=[CH:23][CH:22]=[CH:21][CH:20]=2)[S:9][C:10]=1[NH:11][C:12]([O:14][C:15]([CH3:18])([CH3:17])[CH3:16])=[O:13])=[O:5])C.[OH-].[Li+]>C1COCC1.C(O)C>[C:15]([O:14][C:12]([NH:11][C:10]1[S:9][C:8]([C:19]2[CH:20]=[CH:21][CH:22]=[CH:23][CH:24]=2)=[N:7][C:6]=1[C:4]([OH:5])=[O:3])=[O:13])([CH3:18])([CH3:16])[CH3:17] |f:1.2,3.4|. Procedure details: A solution of 5-tert-butoxycarbonylamino-2-phenyl-thiazole-4-carboxylic acid ethyl ester (151 mg, 0.43 mmol) in a THF/ethanol mixture (3 ml; 2:1) was cooled to 0° C. and treated with lithium hydroxide (1.3 ml; 1N aqueous solution). After 15 min, the cooling bath was removed and the reaction mixture was stirred at 50° C. overnight. The reaction mixture was acidified with HCl (1.3 ml, 1N aqueous solution) and extracted with dichloromethane (2×10 ml). The combined organic layers were dried and the ...